From a dataset of the Open Reaction Database (ORD), a public repository of structured organic reaction records. describe an organic reaction: reactants, conditions, products, and yield The reactants are resultant solution, C(=O)(Cl)Cl (phosgene), NC12CC3(CC(CC(C1)C3)C2)[N+](=O)[O-] (1-amino-3-nitroadamantane). The solvent is C1(=CC=CC=C1)C (toluene). Run at time 6 hour. The product is N(=C=O)C12CC3(CC(CC(C1)C3)C2)[N+](=O)[O-] (1-isocyanato-3-nitroadamantane). Isolated yield 90.0%. As a reaction SMILES: [C:1](Cl)(Cl)=[O:2].[NH2:5][C:6]12[CH2:15][CH:10]3[CH2:11][CH:12]([CH2:14][C:8]([N+:16]([O-:18])=[O:17])([CH2:9]3)[CH2:7]1)[CH2:13]2>C1(C)C=CC=CC=1>[N:5]([C:6]12[CH2:13][CH:12]3[CH2:11][CH:10]([CH2:9][C:8]([N+:16]([O-:18])=[O:17])([CH2:14]3)[CH2:7]1)[CH2:15]2)=[C:1]=[O:2]. Procedure: 10 mmole of 1-amino-3-nitroadamantane obtained by the method of Example 66 was dissolved in toluene (100 ml). To the resultant solution, 12 mmole of phosgene was added at the room temperature and stirred for 6 hours. As a result, The conversion of 1-amino-3-nitroadamantane was 99%, and 1-isocyanato-3-nitroadamantane (yield 90%) was formed. Reactants: C1(=CC=CC=C1)NCCN (N-phenylethylenediamine), N#CBr (cyanogen bromide), intermediate 6. The solvent is C(C)O (ethanol). Yields the product Br.C1(=CC=CC=C1)N1C(=NCC1)N (1-Phenyl-4, 5-dihydro-1H-imidazol-2-amine hydrobromide). The yield is 67.5%. As a reaction SMILES: [C:1]1([NH:7][CH2:8][CH2:9][NH2:10])[CH:6]=[CH:5][CH:4]=[CH:3][CH:2]=1.[N:11]#[C:12][Br:13]>C(O)C>[BrH:13].[C:1]1([N:7]2[CH2:8][CH2:9][N:10]=[C:12]2[NH2:11])[CH:6]=[CH:5][CH:4]=[CH:3][CH:2]=1 |f:3.4|. Procedure details: Reaction of N-phenylethylenediamine (9.80 g, 0.072 mol) with cyanogen bromide (7.62 g, 0.072 mol) as described in the preparation of intermediate 6 gave 11.76 g (67% yield) of the title product as white crystals from ethanol. 1HNMR 400 MHz (DMSO-d,) δ (ppm): 3.68 (2H, t, J=8.7 Hz, CH2), 4.08 (2H, t, J=8.7 Hz, CH2), 7.40-7.54 (5H, m, aromatics), 8.08 (broad s, NH). MS (ESI+) m/e 162 [M+H+]. The reactants are C(C)(=O)C1=C(OCC(COC2=CC=C(C=C2)OC)O)C=CC=C1O (1-(2-acetyl-3-hydroxyphenoxy)-2-hydroxy-3-p-methoxyphenoxypropane), C(C(=O)OCC)(=O)OCC (diethyl oxalate), alcohol. Run in CCOCC (ether). Yields the product C(=O)(O)C=1OC2=CC=CC(=C2C(C1)=O)OCC(COC1=CC=C(C=C1)OC)O (1-(2-carboxychromon-5-yloxy)-2-hydroxy-3-p-methoxyphenoxypropane). Reaction SMILES: [C:1]([C:4]1[C:23]([OH:24])=[CH:22][CH:21]=[CH:20][C:5]=1[O:6][CH2:7][CH:8]([OH:19])[CH2:9][O:10][C:11]1[CH:16]=[CH:15][C:14]([O:17][CH3:18])=[CH:13][CH:12]=1)(=[O:3])[CH3:2].[C:25](OCC)(=O)[C:26]([O:28]CC)=[O:27]>CCOCC>[C:26]([C:25]1[O:24][C:23]2[C:4]([C:1](=[O:3])[CH:2]=1)=[C:5]([O:6][CH2:7][CH:8]([OH:19])[CH2:9][O:10][C:11]1[CH:16]=[CH:15][C:14]([O:17][CH3:18])=[CH:13][CH:12]=1)[CH:20]=[CH:21][CH:22]=2)([OH:28])=[O:27]. Procedure: A mixture of 1-(2-acetyl-3-hydroxyphenoxy)-2-hydroxy-3-p-methoxyphenoxypropane (13.3 g) and diethyl oxalate (15 ml) was added to alcohol-free sodium ethoxide (prepared from sodium 3.0 g) in absolute ether (100 ml). The mixture was heated under reflux for 1.5 hours during which time a yellow solid separated. The residue was poured onto ice (100 g) and acidified with a solution of acetic acid (12 ml) in water (80 ml). The ether layer was separated and the aqueous solution was extracted with ether ... Starting materials: BrC=1C(=C(C=CC1)C1=NC(=CC=C1)C(=C)C1=CC=CC=C1)OCC1=CC=C(C=C1)F (2-(3-Bromo-2-(4-fluorobenzyloxy)phenyl)-6-(1-phenylvinyl)pyridine), C1(=CC=CC=C1)B(O)O (phenylboronic acid), C([O-])([O-])=O.[K+].[K+] (Potassium carbonate). Reagents/catalysts: C=1C=CC(=CC1)[P](C=2C=CC=CC2)(C=3C=CC=CC3)[Pd]([P](C=4C=CC=CC4)(C=5C=CC=CC5)C=6C=CC=CC6)([P](C=7C=CC=CC7)(C=8C=CC=CC8)C=9C=CC=CC9)[P](C=1C=CC=CC1)(C=1C=CC=CC1)C=1C=CC=CC1 (tetrakis(triphenylphosphine)palladium(0)). Run in O1CCOCC1 (dioxane), O (water), C(C)(=O)OCC (ethyl acetate). Product: FC1=CC=C(COC2=C(C=CC=C2C2=NC(=CC=C2)C(=C)C2=CC=CC=C2)C2=CC=CC=C2)C=C1 (2-(2-(4-Fluorobenzyloxy)biphenyl-3-yl)-6-(1-phenylvinyl)pyridine). Isolated yield 94.0%. RXN SMILES: C(=O)([O-])[O-].[K+].[K+].Br[C:8]1[C:9]([O:28][CH2:29][C:30]2[CH:35]=[CH:34][C:33]([F:36])=[CH:32][CH:31]=2)=[C:10]([C:14]2[CH:19]=[CH:18][CH:17]=[C:16]([C:20]([C:22]3[CH:27]=[CH:26][CH:25]=[CH:24][CH:23]=3)=[CH2:21])[N:15]=2)[CH:11]=[CH:12][CH:13]=1.[C:37]1(B(O)O)[CH:42]=[CH:41][CH:40]=[CH:39][CH:38]=1>O.O1CCOCC1.C(OCC)(=O)C.C1C=CC([P]([Pd]([P](C2C=CC=CC=2)(C2C=CC=CC=2)C2C=CC=CC=2)([P](C2C=CC=CC=2)(C2C=CC=CC=2)C2C=CC=CC=2)[P](C2C=CC=CC=2)(C2C=CC=CC=2)C2C=CC=CC=2)(C2C=CC=CC=2)C2C=CC=CC=2)=CC=1>[F:36][C:33]1[CH:34]=[CH:35][C:30]([CH2:29][O:28][C:9]2[C:10]([C:14]3[CH:19]=[CH:18][CH:17]=[C:16]([C:20]([C:22]4[CH:27]=[CH:26][CH:25]=[CH:24][CH:23]=4)=[CH2:21])[N:15]=3)=[CH:11][CH:12]=[CH:13][C:8]=2[C:37]2[CH:42]=[CH:41][CH:40]=[CH:39][CH:38]=2)=[CH:31][CH:32]=1 |f:0.1.2,^1:62,64,83,102|. Reported procedure: Potassium carbonate (1.44 g, 10.5 mmol, 3.0 equiv) was dissolved in water (15 mL) and added to compound 9 (1.6 g, 3.5 mmol, 1.0 equiv) and phenylboronic acid (0.57 g, 4.2 mmol, 1.2 equiv) in dioxane (30 mL). A stream of nitrogen was bubbled through the solution for 15 min and tetrakis(triphenylphosphine)palladium(0) (0.02 g, 0.02 mmol, 0.005 equiv) was added to the reaction. The reaction was refluxed for 2 hr at which point LC/MS and TLC indicated the reaction to be complete. The reaction was al... Starting materials: C(C)(C)(C)OC(C[C@H](C(=O)O)CCCC1=CC(=C(C=C1)C1=CC=CC=C1)C)=O ((R)-2-[2-(tert-butoxy)-2-oxoethyl]-5-(2-methyl-1,1′-biphenyl-4-yl)-pentanoic acid), C[C@@H](C1=CC=CC=C1)N ((S)-alpha-methylbenzylamine), C[C@@H](C1=CC=CC=C1)N ((S)-alpha-methylbenzylamine), C1(CCCCC1)N.C(C)(C)(C)OC(C[C@H](C(=O)O)CCCC1=CC(=C(C=C1)C1=CC=CC=C1)C)=O ((R)-2-[2-(tert-butoxy)-2-oxoethyl]-5-(2-methyl-1,1′-biphenyl-4-yl)-pentanoic acid cyclohexylamine salt), C(CC(O)(C(=O)O)CC(=O)O)(=O)O (citric acid). Run in C(C)(=O)OCC (ethyl acetate). Conditions: temperature 22.5 celsius, time 24 hour. Yields the product C[C@@H](C1=CC=CC=C1)N.C(C)(C)(C)OC(C[C@H](C(=O)O)CCCC1=CC(=C(C=C1)C1=CC=CC=C1)C)=O ((R)-2-[2-(tert-butoxy)-2-oxoethyl]-5-(2-methyl-1,1′-biphenyl-4-yl)-pentanoic acid (S)-alpha-methylbenzylamine salt). The yield is 91.0%. Reaction SMILES: [C:1]([O:5][C:6](=[O:28])[CH2:7][C@@H:8]([CH2:12][CH2:13][CH2:14][C:15]1[CH:20]=[CH:19][C:18]([C:21]2[CH:26]=[CH:25][CH:24]=[CH:23][CH:22]=2)=[C:17]([CH3:27])[CH:16]=1)[C:9]([OH:11])=[O:10])([CH3:4])([CH3:3])[CH3:2].[CH3:29][C@H:30]([NH2:37])[C:31]1[CH:36]=[CH:35][CH:34]=[CH:33][CH:32]=1.C1(N)CCCCC1.C(OC(=O)C[C@@H](CCCC1C=CC(C2C=CC=CC=2)=C(C)C=1)C(O)=O)(C)(C)C.C(O)(=O)CC(CC(O)=O)(C(O)=O)O>C(OCC)(=O)C>[CH3:29][C@H:30]([NH2:37])[C:31]1[CH:36]=[CH:35][CH:34]=[CH:33][CH:32]=1.[C:1]([O:5][C:6](=[O:28])[CH2:7][C@@H:8]([CH2:12][CH2:13][CH2:14][C:15]1[CH:20]=[CH:19][C:18]([C:21]2[CH:22]=[CH:23][CH:24]=[CH:25][CH:26]=2)=[C:17]([CH3:27])[CH:16]=1)[C:9]([OH:11])=[O:10])([CH3:3])([CH3:4])[CH3:2] |f:2.3,6.7|. Reported procedure: (R)-2-[2-(tert-butoxy)-2-oxoethyl]-5-(2-methyl-1,1′-biphenyl-4-yl)-pentanoic acid can be enantiomerically upgraded as the (S)-alpha-methylbenzylamine salt. Thus, (R)-2-[2-(tert-butoxy)-2-oxoethyl]-5-(2-methyl-1,1′-biphenyl-4-yl)-pentanoic acid cyclohexylamine salt (50 g, 0.10 mol, enantiomeric excess=72%) was partitioned between ethyl acetate (750 ml) and aqueous citric acid solution (10%, 750 ml). The organic phase was separated, washed with water (500 ml), then azeotropically dried by distilla... The reactants are CC(=O)O, CCC(C)Sc1nc(OS(C)(=O)=O)cs1, [Na+], [OH-], O, OO. The product is CCC(C)S(=O)c1nc(OS(C)(=O)=O)cs1. As a reaction SMILES: [CH3:21][C:22](=[O:23])[OH:24].[CH:1]([CH3:2])([CH2:3][CH3:4])[S:5][c:6]1[s:7][cH:8][c:9]([O:11][S:12](=[O:13])(=[O:14])[CH3:15])[n:10]1.[Na+:20].[OH-:19].[OH2:18].[OH:16][OH:17]>>[CH:1]([CH3:2])([CH2:3][CH3:4])[S:5]([c:6]1[s:7][cH:8][c:9]([O:11][S:12](=[O:13])(=[O:14])[CH3:15])[n:10]1)=[O:16].